From a dataset of the Open Reaction Database (ORD), a public repository of structured organic reaction records. describe an organic reaction: reactants, conditions, products, and yield The reactants are [H][H] (hydrogen), Cl (hydrogen chloride), C(#N)CC1=C(C=C2CCCCN12)C(=O)OC (Methyl 3-(Cyanomethyl)-5,6,7,8-tetrahydroindolizine-2-carboxylate). Reagents/catalysts: [Pt]=O (platinum oxide). Run in C(C)O (ethanol), C(C)(=O)OCC (ethyl acetate). Yields the product Cl.NCCC1=C(C=C2CCCCN12)C(=O)OC (Methyl 3-(2-Aminoethyl)-5,6,7,8-tetrahydroindolizine-2-carboxylate Hydrogen Chloride Salt). As a reaction SMILES: [C:1]([CH2:3][C:4]1[N:12]2[C:7]([CH2:8][CH2:9][CH2:10][CH2:11]2)=[CH:6][C:5]=1[C:13]([O:15][CH3:16])=[O:14])#[N:2].[H][H].[ClH:19]>[Pt]=O.C(O)C.C(OCC)(=O)C>[ClH:19].[NH2:2][CH2:1][CH2:3][C:4]1[N:12]2[C:7]([CH2:8][CH2:9][CH2:10][CH2:11]2)=[CH:6][C:5]=1[C:13]([O:15][CH3:16])=[O:14] |f:6.7|. Reported procedure: Methyl 3-(Cyanomethyl)-5,6,7,8-tetrahydroindolizine-2-carboxylate 101e was hydrogenated with platinum oxide catalyst under 50 psi of hydrogen in ethanol and ethyl acetate in the presence of hydrogen chloride overnight at room temperature to give 101f (380 mg, 1.74 mmol) which was used in directly in the next step. Procedure details: To a suspension of 60% sodium hydride (0.17 g, washed with hexane thrice) in dimethylformamide (10 ml) was added 6-phenyl-4,5,6,7-tetrahydroindol-4-one (0.8 g), and the mixture was stirred at room temperature for 30 minutes. To the mixture was added a solution of benzoyl chloride (0.59 g) in dimethylformamide (3 ml), and the mixture was stirred at the same temperature for 3 hours. Under reduced pressure, the solvent was evaporated, and the residue was dissolved in ethyl acetate. The solution was... Product: C(C1=CC=CC=C1)(=O)N1C=CC=2C(CC(CC12)C1=CC=CC=C1)=O (1-benzoyl-6-phenyl-4,5,6,7-tetrahydroindol-4-one). Reaction SMILES: [H-].[Na+].[C:3]1([CH:9]2[CH2:17][C:16]3[NH:15][CH:14]=[CH:13][C:12]=3[C:11](=[O:18])[CH2:10]2)[CH:8]=[CH:7][CH:6]=[CH:5][CH:4]=1.[C:19](Cl)(=[O:26])[C:20]1[CH:25]=[CH:24][CH:23]=[CH:22][CH:21]=1>CN(C)C=O>[C:19]([N:15]1[C:16]2[CH2:17][CH:9]([C:3]3[CH:8]=[CH:7][CH:6]=[CH:5][CH:4]=3)[CH2:10][C:11](=[O:18])[C:12]=2[CH:13]=[CH:14]1)(=[O:26])[C:20]1[CH:25]=[CH:24][CH:23]=[CH:22][CH:21]=1 |f:0.1|. Yield: 65.3%. Reactants: C1(=CC=CC=C1)C1CC(C=2C=CNC2C1)=O (6-phenyl-4,5,6,7-tetrahydroindol-4-one), [H-].[Na+] (sodium hydride), C(C1=CC=CC=C1)(=O)Cl (benzoyl chloride). Run in CN(C=O)C (dimethylformamide), CN(C=O)C (dimethylformamide). Reaction conditions: time 30 minute. Starting materials: FC(C(=O)NC1CCC2=C(C=CC=C12)OC)(F)F (1-trifluoroacetamido-2,3-dihydro-4-methoxy-1H-indene), C1(=CC=CC=C1)C=1N=C(OC1C1=CC=CC=C1)CBr (4,5-diphenyl-2-bromomethyloxazole), C(=O)([O-])[O-].[K+].[K+] (K2CO3). Solvent: CN(C)C=O (DMF). Run at time 12 hour. Yields the product FC(C(=O)N(CC=1OC(=C(N1)C1=CC=CC=C1)C1=CC=CC=C1)C1CCC2=C(C=CC=C12)OC)(F)F (1-(N-trifluoroacetyl-N-[(4,5-diphenyloxazol-2-yl)methyl]amino]-2,3-dihydro-4-methoxy-1H-indene). The yield is 35.9%. As a reaction SMILES: [F:1][C:2]([F:18])([F:17])[C:3]([NH:5][CH:6]1[C:14]2[C:9](=[C:10]([O:15][CH3:16])[CH:11]=[CH:12][CH:13]=2)[CH2:8][CH2:7]1)=[O:4].[C:19]1([C:25]2[N:26]=[C:27]([CH2:36]Br)[O:28][C:29]=2[C:30]2[CH:35]=[CH:34][CH:33]=[CH:32][CH:31]=2)[CH:24]=[CH:23][CH:22]=[CH:21][CH:20]=1.C([O-])([O-])=O.[K+].[K+]>CN(C=O)C>[F:1][C:2]([F:17])([F:18])[C:3]([N:5]([CH:6]1[C:14]2[C:9](=[C:10]([O:15][CH3:16])[CH:11]=[CH:12][CH:13]=2)[CH2:8][CH2:7]1)[CH2:36][C:27]1[O:28][C:29]([C:30]2[CH:35]=[CH:34][CH:33]=[CH:32][CH:31]=2)=[C:25]([C:19]2[CH:24]=[CH:23][CH:22]=[CH:21][CH:20]=2)[N:26]=1)=[O:4] |f:2.3.4|. Procedure details: To a solution of 1-trifluoroacetamido-2,3-dihydro-4-methoxy-1H-indene (0.44 g) and 4,5-diphenyl-2-bromomethyloxazole (0.55 g) in DMF was added K2CO3 (0.30 g). After being stirred for 12 hours, the solution was extracted with ethyl acetate. The mixture was washed with brine, dried over MgSO4 and evaporated in vacuo. The residue was purified by chromatography on silica gel to afford 1-(N-trifluoroacetyl-N-[(4,5-diphenyloxazol-2-yl)methyl]amino]-2,3-dihydro-4-methoxy-1H-indene (0.30 g). Starting materials: C12C(CC(CC1)C2)NC=2SC(C(N2)=O)C (2-(bicyclo[2.2.1 ]heptan-2-ylamino)-5-methylthiazol-4(5H)-one), BrC1=CC=C(C#N)C=C1 (4-bromobenzonitrile), CC1(C(N=C(S1)N[C@@H](C)C1=C(C=CC=C1)C(F)(F)F)=O)C1=CC=C(C#N)C=C1 (4-(5-methyl-4-oxo-2-((S)-1-(2-(trifluoromethyl)phenyl)ethylamino)-4,5-dihydrothiazol-5-yl)benzonitrile). Product: C12C(CC(CC1)C2)NC=2SC(C(N2)=O)(C)C2=CC=C(C#N)C=C2 (4-(2-(bicyclo[2.2.1]heptan-2-ylamino)-5-methyl-4-oxo-4,5-dihydrothiazol-5-yl)benzonitrile). RXN SMILES: C12CC(CC1)CC2NC1SC(C)C(=O)N=1.BrC1C=CC(C#N)=CC=1.[CH3:25][C:26]1([C:45]2[CH:52]=[CH:51][C:48]([C:49]#[N:50])=[CH:47][CH:46]=2)[S:30][C:29]([NH:31][C@H:32]([C:34]2[CH:39]=[CH:38][CH:37]=[CH:36]C=2C(F)(F)F)[CH3:33])=[N:28][C:27]1=[O:44]>>[CH:34]12[CH2:36][CH:37]([CH2:38][CH2:39]1)[CH2:33][CH:32]2[NH:31][C:29]1[S:30][C:26]([C:45]2[CH:46]=[CH:47][C:48]([C:49]#[N:50])=[CH:51][CH:52]=2)([CH3:25])[C:27](=[O:44])[N:28]=1. Procedure details: The title compound was prepared from the reaction of 2-(bicyclo[2.2.1 ]heptan-2-ylamino)-5-methylthiazol-4(5H)-one with 4-bromobenzonitrile using the procedure described for 2a. MS (ESI, pos. ion) m/z: 326 (M+1).